This data is from the Open Reaction Database (ORD), a public repository of structured organic reaction records. The task is: describe an organic reaction: reactants, conditions, products, and yield Run at temperature 0 celsius, time 5 hour. Reactants: B(F)(F)F.CCOCC (boron trifluoride diethyl etherate), [Si](C)(C)(C(C)(C)C)OC[C@H](CNC(OC(C)(C)C)=O)NC(C1=CC=CC=C1)(C1=CC=CC=C1)C1=CC=CC=C1 (tert-Butyl (2S)-3-{[tert-butyl(dimethyl)silyl]oxy}-2-(tritylamino)propylcarbamate), [OH-].[Na+] (NaOH). The yield is 99.7%. The product is N[C@@H](CNC(OC(C)(C)C)=O)CO[Si](C)(C)C(C)(C)C (tert-butyl (2S)-2-amino-3-{[tert-butyl(dimethyl)silyl]oxy}propylcarbamate). Solvent: C(C)(=O)O (acetic acid), C(Cl)Cl (CH2Cl2). Procedure: tert-Butyl (2S)-3-{[tert-butyl(dimethyl)silyl]oxy}-2-(tritylamino)propylcarbamate (6.19 g, 11.3 mmol) was dissolved in 115 mL of anhydrous CH2Cl2 and 18.2 mL of glacial acetic acid. The reaction mixture was cooled to 0° C. under an atmosphere of N2 and boron trifluoride diethyl etherate (1.51 mL, 11.9 mmol) was added dropwise over several minutes. After stirring for 5 hours, the reaction mixture was treated with 183 mL of cold, aqueous 10% NaOH solution. The reaction mixture was extracted into 2... Reaction SMILES: [Si:1]([O:8][CH2:9][C@@H:10]([NH:20]C(C1C=CC=CC=1)(C1C=CC=CC=1)C1C=CC=CC=1)[CH2:11][NH:12][C:13](=[O:19])[O:14][C:15]([CH3:18])([CH3:17])[CH3:16])([C:4]([CH3:7])([CH3:6])[CH3:5])([CH3:3])[CH3:2].B(F)(F)F.CCOCC.[OH-].[Na+]>C(Cl)Cl.C(O)(=O)C>[NH2:20][C@H:10]([CH2:9][O:8][Si:1]([C:4]([CH3:7])([CH3:6])[CH3:5])([CH3:2])[CH3:3])[CH2:11][NH:12][C:13](=[O:19])[O:14][C:15]([CH3:17])([CH3:18])[CH3:16] |f:1.2,3.4|.